From a dataset of the Open Reaction Database (ORD), a public repository of structured organic reaction records. describe an organic reaction: reactants, conditions, products, and yield Starting materials: CCn1c(C)c(C(=O)c2ncccc2C(=O)O)c2ccccc21, CC(=O)OC(C)=O, ClC(Cl)Cl, c1ccc(-c2cn3ccccc3c2-c2ccccc2)cc1. Yields the product CCn1c(C)c(C2(c3c(-c4ccccc4)c(-c4ccccc4)c4ccccn34)OC(=O)c3cccnc32)c2ccccc21. As a reaction SMILES: [C:1](=[O:2])([OH:3])[c:4]1[c:5]([C:10](=[O:11])[c:12]2[c:13]([CH3:23])[n:14]([CH2:21][CH3:22])[c:15]3[cH:16][cH:17][cH:18][cH:19][c:20]23)[n:6][cH:7][cH:8][cH:9]1.[CH3:45][C:46]([O:47][C:48](=[O:49])[CH3:50])=[O:51].[CH:52]([Cl:53])([Cl:54])[Cl:55].[c:24]1(-[c:30]2[c:31](-[c:39]3[cH:40][cH:41][cH:42][cH:43][cH:44]3)[cH:32][n:33]3[cH:34][cH:35][cH:36][cH:37][c:38]23)[cH:25][cH:26][cH:27][cH:28][cH:29]1>>[C:1]1(=[O:2])[c:4]2[c:5]([n:6][cH:7][cH:8][cH:9]2)[C:10]([c:12]2[c:13]([CH3:23])[n:14]([CH2:21][CH3:22])[c:15]3[cH:16][cH:17][cH:18][cH:19][c:20]23)([c:32]2[c:31](-[c:39]3[cH:40][cH:41][cH:42][cH:43][cH:44]3)[c:30](-[c:24]3[cH:25][cH:26][cH:27][cH:28][cH:29]3)[c:38]3[n:33]2[cH:34][cH:35][cH:36][cH:37]3)[O:11]1. Reactants: CC1(OB(OC1(C)C)C=1C=NNC1)C (4-(4,4,5,5-tetramethyl-1,3,2-dioxaborolan-2-yl)-1H-pyrazole), C(#N)C=C1CN(C1)C1=CC(=C(C(=O)N[C@H](C(F)(F)F)C)C=C1F)F (4-[3-(cyanomethylene)azetidin-1-yl]-2,5-difluoro-N-[(1S)-2,2,2-trifluoro-1-methylethyl]benzamide), N12CCCCCC2=NCCC1 (1,8-diazabicyclo[5.4.0]undec-7-ene). Solvent: C(C)#N (acetonitrile). Run at temperature 50 celsius. The product is C(#N)CC1(CN(C1)C1=CC(=C(C(=O)N[C@H](C(F)(F)F)C)C=C1F)F)N1N=CC(=C1)B1OC(C(O1)(C)C)(C)C (4-{3-(Cyanomethyl)-3-[4-(4,4,5,5-tetramethyl-1,3,2-dioxaborolan-2-yl)-1H-pyrazol-1-yl]azetidin-1-yl}-2,5-difluoro-N-[(1S)-2,2,2-trifluoro-1-methylethyl]benzamide). RXN SMILES: [CH3:1][C:2]1([CH3:14])[C:6]([CH3:8])([CH3:7])[O:5][B:4]([C:9]2[CH:10]=[N:11][NH:12][CH:13]=2)[O:3]1.[C:15]([CH:17]=[C:18]1[CH2:21][N:20]([C:22]2[C:36]([F:37])=[CH:35][C:25]([C:26]([NH:28][C@@H:29]([CH3:34])[C:30]([F:33])([F:32])[F:31])=[O:27])=[C:24]([F:38])[CH:23]=2)[CH2:19]1)#[N:16].N12CCCN=C1CCCCC2>C(#N)C>[C:15]([CH2:17][C:18]1([N:12]2[CH:13]=[C:9]([B:4]3[O:5][C:6]([CH3:7])([CH3:8])[C:2]([CH3:14])([CH3:1])[O:3]3)[CH:10]=[N:11]2)[CH2:21][N:20]([C:22]2[C:36]([F:37])=[CH:35][C:25]([C:26]([NH:28][C@@H:29]([CH3:34])[C:30]([F:33])([F:31])[F:32])=[O:27])=[C:24]([F:38])[CH:23]=2)[CH2:19]1)#[N:16]. Reported procedure: A mixture of 4-(4,4,5,5-tetramethyl-1,3,2-dioxaborolan-2-yl)-1H-pyrazole (1.00 g, 5.15 mmol), 4-[3-(cyanomethylene)azetidin-1-yl]-2,5-difluoro-N-[(1S)-2,2,2-trifluoro-1-methylethyl]benzamide (1.78 g, 5.15 mmol) and 1,8-diazabicyclo[5.4.0]undec-7-ene (0.31 mL, 2.1 mmol) in acetonitrile (20.2 mL) was heated at 50° C. overnight. After cooling, the solvent was removed under reduced pressure. The residue was used in the next step without further purification. LCMS cacld. for C24H28BF5N5O3 (M+1)+: m/z... Starting materials: ClS(=O)(=O)N=C=O (chlorosulfonyl isocyanate), S(=O)(=O)(Cl)Cl (sulfonyl chloride), COC(C1=CC=C(C=C1)NCC(=O)OCC)=O (4-(Ethoxycarbonylmethylamino)-benzoic acid methyl ester), C(C)(=O)OCC (ethyl acetate), S(N)(=O)(=O)Cl (sulfamyl chloride). Solvent: C(Cl)Cl (methylene chloride), C(Cl)Cl (methylene chloride), C(=O)O (formic acid), C(Cl)Cl (methylene chloride), C(C)N(CC)CC (triethyl amine), C(=O)O (formic acid), ethyl acetate hexanes, hexanes. Yields the product COC(C1=CC=C(C=C1)NS(NCC(=O)OCC)(=O)=O)=O (4-(Ethoxycarbonylmethylsulfamylamino)-benzoic acid methyl ester). Reaction SMILES: Cl[S:2]([N:5]=[C:6]=O)(=[O:4])=[O:3].S(Cl)(=O)(=O)N.S(Cl)(Cl)(=O)=O.[CH3:18][O:19][C:20](=[O:34])[C:21]1[CH:26]=[CH:25][C:24]([NH:27]CC(OCC)=O)=[CH:23][CH:22]=1.[C:35]([O:38][CH2:39][CH3:40])(=[O:37])C>C(Cl)Cl.C(N(CC)CC)C.C(O)=O>[CH3:18][O:19][C:20](=[O:34])[C:21]1[CH:22]=[CH:23][C:24]([NH:27][S:2](=[O:3])(=[O:4])[NH:5][CH2:6][C:35]([O:38][CH2:39][CH3:40])=[O:37])=[CH:25][CH:26]=1. Reported procedure: A flame-dried flask was charged with chlorosulfonyl isocyanate. Anhydrous formic acid (96%) was added dropwise resulting in evolution of a gas. The solution solidified halfway through the addition of the formic acid and eventually turned to a cloudy liquid (the crude sulfamyl chloride). The solution was stirred at room temperature until no further gas evolution was observed. The sulfonyl chloride was diluted with 20 mL dry methylene chloride and added to a 0° C. solution of 101/triethyl amine in... Starting materials: C(C)(C)(C)OC(=O)N[C@H]([C@@H](CCl)O)CC1=CC=CC=C1 ((2S,3S)-3-tert-butoxycarbonylamino-1-chloro-2-hydroxy-4-phenylbutane), C(C)O (ethanol), C(CC(O)(C(=O)O)CC(=O)O)(=O)O (citric acid). Run in O (water). Reaction conditions: temperature 27 celsius, time 22 hour. Yields the product C(C)(C)(C)OC(=O)N[C@H]([C@H]1CO1)CC1=CC=CC=C1 ((2S,3S)-3-tert-butoxycarbonylamino-1,2-epoxy-4-phenylbutane). Isolated yield 91.8%. Reaction SMILES: [C:1]([O:5][C:6]([NH:8][C@@H:9]([CH2:14][C:15]1[CH:20]=[CH:19][CH:18]=[CH:17][CH:16]=1)[C@H:10]([OH:13])[CH2:11]Cl)=[O:7])([CH3:4])([CH3:3])[CH3:2].C(O)C.C(O)(=O)CC(CC(O)=O)(C(O)=O)O>O>[C:1]([O:5][C:6]([NH:8][C@@H:9]([CH2:14][C:15]1[CH:20]=[CH:19][CH:18]=[CH:17][CH:16]=1)[C@@H:10]1[O:13][CH2:11]1)=[O:7])([CH3:4])([CH3:3])[CH3:2]. Reported procedure: (2S,3S)-3-tert-butoxycarbonylamino-1-chloro-2-hydroxy-4-phenylbutane (3.57 g) was added to a mixed solution (35.7 ml) of ethanol and water (97:3), and they were stirred at 27° C. for 22 hours and then at 33° C. for 4 hours. 11.3% aqueous citric acid solution (40.3 g) was added to the obtained mixture, and they were cooled to −10° C. The crystals thus formed were taken by the filtration, washed with water (35.7 ml) and dried under reduced pressure to obtain intended (2S,3S)-3-tert-butoxycarbonyla... The reactants are C(=O)(OC(C)(C)C)N1C[C@@H]2N(CC1)C[C@H](CC2)CO ((7S,9aR)-2-BOC-7-hydroxymethyl-2,3,4,6,7,8,9,9a-octahydro-1H-pyrido[1,2-a]pyrazine), FC1=CC=C(C=C1)O (4-fluorophenol), C1(=CC=CC=C1)P(C1=CC=CC=C1)C1=CC=CC=C1 (triphenyl phosphine), N(=NC(=O)OCC)C(=O)OCC (diethyl azodicarboxylate), Cl (HCl). Run in C1CCOC1 (THF), C(C)OCC (ethyl ether), C(C)(=O)OCC (ethyl acetate). Reaction conditions: time 16 hour. Product: C(=O)(OC(C)(C)C)N1C[C@@H]2N(CC1)C[C@H](CC2)COC2=CC=C(C=C2)F ((7S,9aR)-2-BOC-7-(4-fluorophenoxy)methyl-2,3,4,6,7,8,9,9a-octahydro-1H-pyrido[1,2-a]pyrazine). Isolated yield 88.2%. As a reaction SMILES: [C:1]([N:8]1[CH2:13][CH2:12][N:11]2[CH2:14][C@@H:15]([CH2:18][OH:19])[CH2:16][CH2:17][C@@H:10]2[CH2:9]1)([O:3][C:4]([CH3:7])([CH3:6])[CH3:5])=[O:2].[F:20][C:21]1[CH:26]=[CH:25][C:24](O)=[CH:23][CH:22]=1.C1(P(C2C=CC=CC=2)C2C=CC=CC=2)C=CC=CC=1.N(C(OCC)=O)=NC(OCC)=O.Cl>C1COCC1.C(OCC)(=O)C.C(OCC)C>[C:1]([N:8]1[CH2:13][CH2:12][N:11]2[CH2:14][C@@H:15]([CH2:18][O:19][C:24]3[CH:25]=[CH:26][C:21]([F:20])=[CH:22][CH:23]=3)[CH2:16][CH2:17][C@@H:10]2[CH2:9]1)([O:3][C:4]([CH3:7])([CH3:6])[CH3:5])=[O:2]. Procedure: A solution of 0.39 g (1.4 mmol) of (7S,9aR)-2-BOC-7-hydroxymethyl-2,3,4,6,7,8,9,9a-octahydro-1H-pyrido[1,2-a]pyrazine, 0.24 g (2.2 mmol) of 4-fluorophenol and 0.45 g (1.7 mmol) of triphenyl phosphine in 20 mL of dry THF was treated with 0.27 mL (1.7 mmol) of diethyl azodicarboxylate, and stirred at ambient temperature for 16 h. The solution was diluted with ethyl acetate and treated with, excess HCl(g) in ethyl ether. The solvent was evaporated and the white, solid residue was washed with 1:1 et... Reactants: di-mu-chlorobis((1,2,5,6-eta)-1,5-cyclooctadiene)diiridium, BrC1=CC=C(C=C1)O (4-bromophenol), C(=C)OC(C)=O (acetic acid ethenyl ester), C([O-])([O-])=O.[Na+].[Na+] (sodium carbonate). Run in C1(=CC=CC=C1)C (toluene), C(C)(=O)OCC (ethyl acetate). Conditions: temperature 100 celsius. Product: BrC1=CC=C(C=C1)OC=C (1-Bromo-4-vinyloxy-benzene). Isolated yield 73.6%. Reaction SMILES: [Br:1][C:2]1[CH:7]=[CH:6][C:5]([OH:8])=[CH:4][CH:3]=1.[CH:9](OC(=O)C)=[CH2:10].C(=O)([O-])[O-].[Na+].[Na+]>C1(C)C=CC=CC=1.C(OCC)(=O)C>[Br:1][C:2]1[CH:7]=[CH:6][C:5]([O:8][CH:9]=[CH2:10])=[CH:4][CH:3]=1 |f:2.3.4|. Procedure details: To a mixture of 4-bromophenol (75 g, 433.5 mmol), acetic acid ethenyl ester (80.5 mL, 867.0 mmol) and sodium carbonate (27.6 g, 260.10 mmol) in toluene (430 mL) add di-mu-chlorobis((1,2,5,6-eta)-1,5-cyclooctadiene)diiridium (2.9 g, 4.34 mmol) and the heat the mixture at 100° C. for 2.5 hours. Cool the mixture to ambient temperature, dilute with ethyl acetate (EtOAc) (300 mL) and wash once with water (400 mL). Separate the organic portion and wash once with brine (250 mL). Dry the material over s... The reactants are NCC(=O)O (glycine), NCC(=O)[O-] (glycinate), [OH-].[Al+3].[OH-].[OH-] (aluminum hydroxide), 331/2, [I-].[Al+3].[I-].[I-] (aluminum iodide), (OH)5I, [I-] (iodide). Solvent: O (water). Reaction conditions: temperature 75 celsius, time 0.5 hour. Yields the product NCC(=O)[O-].O[Al+2].NCC(=O)[O-] (Monohydroxyaluminum glycinate). As a reaction SMILES: [NH2:1][CH2:2][C:3]([OH:5])=[O:4].[OH-:6].[Al+3:7].[OH-].[OH-].[I-].[Al+3].[I-].[I-].[I-].[NH2:15][CH2:16][C:17]([O-:19])=[O:18]>O>[NH2:1][CH2:2][C:3]([O-:5])=[O:4].[OH:6][Al+2:7].[NH2:15][CH2:16][C:17]([O-:19])=[O:18] |f:1.2.3.4,5.6.7.8,12.13.14|. Procedure: Monohydroxyaluminum glycinate was prepared by reacting 2 grams of glycine with 1.25 grams of aluminum hydroxide (28.8% Al) powder in 10 grams of water. The mixture was agitated at 75° C. for 1/2 hour. To 15 grams of a 331/2 solution of 5/6 basic aluminum iodide solution, Al2 (OH)5I (5.49% Al), was added 31.2 grams of a zirconyl iodide solution (6.3% Zr). The glycinate mixture was then added to the above solution while agitating at 80° C. for 30 minutes. The resultant clear solution was evaporate... The reactants are COc1cc(C(CN2C(=O)c3ccccc3C2=O)Nc2ccc(C#N)cc2)ccc1OCc1ccccc1, CCO, NN, O. The product is COc1cc(C(CN)Nc2ccc(C#N)cc2)ccc1OCc1ccccc1. As a reaction SMILES: [CH2:1]([c:2]1[cH:3][cH:4][cH:5][cH:6][cH:7]1)[O:8][c:9]1[c:10]([O:37][CH3:38])[cH:11][c:12]([CH:15]([CH2:16][N:17]2[C:18](=[O:19])[c:20]3[c:21]([cH:22][cH:23][cH:24][cH:25]3)[C:26]2=[O:27])[NH:28][c:29]2[cH:30][cH:31][c:32]([C:33]#[N:34])[cH:35][cH:36]2)[cH:13][cH:14]1.[CH3:42][CH2:43][OH:44].[NH2:40][NH2:41].[OH2:39]>>[CH2:1]([c:2]1[cH:3][cH:4][cH:5][cH:6][cH:7]1)[O:8][c:9]1[c:10]([O:37][CH3:38])[cH:11][c:12]([CH:15]([CH2:16][NH2:17])[NH:28][c:29]2[cH:30][cH:31][c:32]([C:33]#[N:34])[cH:35][cH:36]2)[cH:13][cH:14]1. The reactants are COc1ccc(N)cc1OC, O=C(Cl)c1ccc(Cl)nc1, Cc1cc(NC(=O)c2ccc(Cl)nc2)ccc1I. The product is COc1ccc(NC(=O)c2ccc(Cl)nc2)cc1OC. As a reaction SMILES: [CH3:1][O:2][c:3]1[cH:4][c:5]([NH2:6])[cH:7][cH:8][c:9]1[O:10][CH3:11].[Cl:12][c:13]1[n:14][cH:15][c:16]([C:17](=[O:18])[Cl:19])[cH:20][cH:21]1.[Cl:22][c:23]1[cH:24][cH:25][c:26]([C:27]([NH:28][c:29]2[cH:30][cH:31][c:32]([I:33])[c:34]([CH3:35])[cH:36]2)=[O:37])[cH:38][n:39]1>>[CH3:1][O:2][c:3]1[cH:4][c:5]([NH:6][C:17]([c:16]2[cH:15][n:14][c:13]([Cl:12])[cH:21][cH:20]2)=[O:18])[cH:7][cH:8][c:9]1[O:10][CH3:11].